This data is from the Open Reaction Database (ORD), a public repository of structured organic reaction records. The task is: describe an organic reaction: reactants, conditions, products, and yield Reactants: Cc1nc(N2CCCC2=O)ccc1-c1ccc(C(=O)N2CCc3cc4c(cc32)C2(CCN(C)CC2)CO4)cc1, CC(Cl)OC(=O)Cl, ClCCCl. Yields the product Cc1nc(N2CCCC2=O)ccc1-c1ccc(C(=O)N2CCc3cc4c(cc32)C2(CCNCC2)CO4)cc1. RXN SMILES: [CH3:1][N:2]1[CH2:3][CH2:4][C:5]2([CH2:6][O:7][c:8]3[cH:9][c:10]4[c:14]([cH:15][c:16]32)[N:13]([C:17]([c:18]2[cH:19][cH:20][c:21](-[c:24]3[c:25]([CH3:36])[n:26][c:27]([N:30]5[C:31](=[O:35])[CH2:32][CH2:33][CH2:34]5)[cH:28][cH:29]3)[cH:22][cH:23]2)=[O:37])[CH2:12][CH2:11]4)[CH2:38][CH2:39]1.[Cl:40][C:41]([O:42][CH:43]([Cl:44])[CH3:45])=[O:46].[Cl:47][CH2:48][CH2:49][Cl:50]>>[NH:2]1[CH2:3][CH2:4][C:5]2([CH2:6][O:7][c:8]3[cH:9][c:10]4[c:14]([cH:15][c:16]32)[N:13]([C:17]([c:18]2[cH:19][cH:20][c:21](-[c:24]3[c:25]([CH3:36])[n:26][c:27]([N:30]5[C:31](=[O:35])[CH2:32][CH2:33][CH2:34]5)[cH:28][cH:29]3)[cH:22][cH:23]2)=[O:37])[CH2:12][CH2:11]4)[CH2:38][CH2:39]1. Reactants: CN1CC(=O)N=C1N (creatinine), S1C(=CC=C1)N=C=O (2-thienyl isocyanate). The solvent is CN(C)C=O (DMF), C1(=CC=CC=C1)C (toluene). Run at temperature 55 celsius, time 1 hour. Product: CN1C(NC(C1)=O)=NC(=O)NC=1SC=CC1 (1-(Tetrahydro-1-methyl-4-oxo-1H-imidazol-2-ylidene)-3-(2-thienyl) urea). Yield: 30.3%. As a reaction SMILES: [CH3:1][N:2]1[C:7]([NH2:8])=[N:6][C:4](=[O:5])[CH2:3]1.[S:9]1[CH:13]=[CH:12][CH:11]=[C:10]1[N:14]=[C:15]=[O:16]>CN(C=O)C.C1(C)C=CC=CC=1>[CH3:1][N:2]1[CH2:3][C:4](=[O:5])[NH:6][C:7]1=[N:8][C:15]([NH:14][C:10]1[S:9][CH:13]=[CH:12][CH:11]=1)=[O:16]. Reported procedure: To 9.4 g (83 mM) of creatinine in 100 ml of anhydrous DMF was added with stirring of solution of 9.2 g (75 mM) 2-thienyl isocyanate in 60 ml of toluene. After the addition was completed, the mixture was stirred at 55° C. for 1 hr., cooled, and the solvents removed in vacuo. The residue was recrystallized first from ethanol and then ethyl acetate (treated with charcoal) to give 5.3 g of the above urea as an off-white solid, m.p. 191°-192° C. (dec.).